Task: describe an organic reaction: reactants, conditions, products, and yield. Dataset: the Open Reaction Database (ORD), a public repository of structured organic reaction records As a reaction SMILES: [Br:1][CH2:2][c:3]1[cH:4][cH:5][cH:6][cH:7][cH:8]1.[CH2:9]([CH3:10])[O:11][C:12]([c:13]1[cH:14][n:15][cH:16][c:17]([Br:19])[cH:18]1)=[O:20].[CH3:32][CH2:33][O:34][C:35]([CH3:36])=[O:37].[Na+:25].[O-:21][C:22]([OH:23])=[O:24].[cH:26]1[cH:27][cH:28][cH:29][cH:30][cH:31]1>>[CH2:2]([c:3]1[cH:4][cH:5][cH:6][cH:7][cH:8]1)[c:17]1[cH:16][n:15][cH:14][c:13]([C:12]([O:11][CH2:9][CH3:10])=[O:20])[cH:18]1. The product is CCOC(=O)c1cncc(Cc2ccccc2)c1. The reactants are BrCc1ccccc1, CCOC(=O)c1cncc(Br)c1, CCOC(C)=O, [Na+], O=C([O-])O, c1ccccc1. Reactants: ice, ClC=1C(=C(C=CC1)S(=O)(=O)NC=1SC=C(N1)CCO)C (3-Chloro-N-[4-(2-hydroxyethyl)-1,3-thiazol-2-yl]-2-methylbenzenesulfonamide), C1(=CC=CC=C1)P(C1=CC=CC=C1)C1=CC=CC=C1 (triphenylphosphine), C(Br)(Br)(Br)Br (carbontetrabromide), O (water). Solvent: CN(C)C=O (DMF). Yields the product BrCCC=1N=C(SC1)NS(=O)(=O)C1=C(C(=CC=C1)Cl)C (N-[4-(2-bromoethyl)-1,3-thiazol-2-yl]-3-chloro-2-methylbenzenesulfonamide). The yield is 41.0%. RXN SMILES: [Cl:1][C:2]1[C:3]([CH3:20])=[C:4]([S:8]([NH:11][C:12]2[S:13][CH:14]=[C:15]([CH2:17][CH2:18]O)[N:16]=2)(=[O:10])=[O:9])[CH:5]=[CH:6][CH:7]=1.C1(P(C2C=CC=CC=2)C2C=CC=CC=2)C=CC=CC=1.C(Br)(Br)(Br)[Br:41].O>CN(C=O)C>[Br:41][CH2:18][CH2:17][C:15]1[N:16]=[C:12]([NH:11][S:8]([C:4]2[CH:5]=[CH:6][CH:7]=[C:2]([Cl:1])[C:3]=2[CH3:20])(=[O:10])=[O:9])[S:13][CH:14]=1. Reported procedure: An ice-cold mixture of EXAMPLE 181A (2.03 g, 6.10 mmol), triphenylphosphine (4.80 g, 18.31 mmol) and carbontetrabromide (6.07 g, 18.31 mmol) in DMF (30 mL) was stirred for 1.5 h, and was then poured into water. The mixture was extracted with DCM, dried (sodium sulfate) and the solvent was evaporated. The crude material was twice purified by flash chromatography on silica gel gradient eluting with 0-4% acetone in DCM giving N-[4-(2-bromoethyl)-1,3-thiazol-2-yl]-3-chloro-2-methylbenzenesulfonamide... Reactants: C(C1=CC=CC=C1)OC1=C(C=C2C=C(C(=CC2=C1)N=CN(C)C)C#N)OC (N′-(7-benzyloxy-3-cyano-6-methoxynaphthalen-2-yl)-N,N-dimethylformamidine), ClC1=C(N)C=C(C(=C1)Cl)OC (2,4-dichloro-5-methoxyaniline). Run in C(C)(=O)O (acetic acid). Run at time 8 hour. Product: C(C1=CC=CC=C1)OC1=CC2=C(C=C3C(=NC=NC3=C2)NC2=C(C=C(C(=C2)OC)Cl)Cl)C=C1OC ((8-benzyloxy-7-methoxybenzo[g]quinazolin-4-yl)-(2,4-dichloro-5-methoxyphenyl)amine). RXN SMILES: [CH2:1]([O:8][C:9]1[CH:18]=[C:17]2[C:12]([CH:13]=[C:14]([C:24]#[N:25])[C:15]([N:19]=[CH:20][N:21](C)C)=[CH:16]2)=[CH:11][C:10]=1[O:26][CH3:27])[C:2]1[CH:7]=[CH:6][CH:5]=[CH:4][CH:3]=1.[Cl:28][C:29]1[CH:35]=[C:34]([Cl:36])[C:33]([O:37][CH3:38])=[CH:32][C:30]=1N>C(O)(=O)C>[CH2:1]([O:8][C:9]1[C:10]([O:26][CH3:27])=[CH:11][C:12]2[CH:13]=[C:14]3[C:15](=[CH:16][C:17]=2[CH:18]=1)[N:19]=[CH:20][N:21]=[C:24]3[NH:25][C:30]1[CH:32]=[C:33]([O:37][CH3:38])[C:34]([Cl:36])=[CH:35][C:29]=1[Cl:28])[C:2]1[CH:7]=[CH:6][CH:5]=[CH:4][CH:3]=1. Procedure details: A mixture of N′-(7-benzyloxy-3-cyano-6-methoxynaphthalen-2-yl)-N,N-dimethylformamidine and 0.092 g (0.48 mmol) of 2,4-dichloro-5-methoxyaniline in 4 mL of glacial acetic acid is heated under reflux for 7 hours, then cooled to room temperature and stirred overnight. The resulting solid is collected by filtration, washed with ether and dried to yield 0.05 g of (8-benzyloxy-7-methoxybenzo[g]quinazolin-4-yl)-(2,4-dichloro-5-methoxyphenyl)amine as a yellow solid, mp 275-280° C. Starting materials: ClC1=CC=C(N=N1)N(C(OC(C)(C)C)=O)CC1(CCC1)C1=NC=CC=C1F (tert-butyl 6-chloropyridazin-3-yl((1-(3-fluoropyridin-2-yl)cyclobutyl)methyl)carbamate), C(=O)([O-])[O-].[Cs+].[Cs+] (Cs2CO3), S1C=NC=C1C(=O)OCC (ethyl thiazole-5-carboxylate), CC(C)(C)P(C1=CC=CC=C1C2=CC=CC=C2)C(C)(C)C (JohnPhos). The reagents and catalysts are CC(=O)[O-].CC(=O)[O-].[Pd+2] (Pd(OAc)2). The solvent is C1(=CC=CC=C1)C (toluene). Conditions: temperature 145 celsius. The product is C(C)(C)(C)OC(=O)N(C1=CC=C(N=N1)C=1SC(=CN1)C(=O)OCC)CC1(CCC1)C1=NC=CC=C1F (Ethyl 2-(6-(tert-butoxycarbonyl((1-(3-fluoropyridin-2-yl)cyclobutyl)methyl)amino)pyridazin-3-yl)thiazole-5-carboxylate). The yield is 24.8%. RXN SMILES: Cl[C:2]1[N:7]=[N:6][C:5]([N:8]([CH2:16][C:17]2([C:21]3[C:26]([F:27])=[CH:25][CH:24]=[CH:23][N:22]=3)[CH2:20][CH2:19][CH2:18]2)[C:9](=[O:15])[O:10][C:11]([CH3:14])([CH3:13])[CH3:12])=[CH:4][CH:3]=1.[S:28]1[C:32]([C:33]([O:35][CH2:36][CH3:37])=[O:34])=[CH:31][N:30]=[CH:29]1.CC(P(C(C)(C)C)C1C(C2C=CC=CC=2)=CC=CC=1)(C)C.C([O-])([O-])=O.[Cs+].[Cs+]>C1(C)C=CC=CC=1.CC([O-])=O.CC([O-])=O.[Pd+2]>[C:11]([O:10][C:9]([N:8]([CH2:16][C:17]1([C:21]2[C:26]([F:27])=[CH:25][CH:24]=[CH:23][N:22]=2)[CH2:20][CH2:19][CH2:18]1)[C:5]1[N:6]=[N:7][C:2]([C:29]2[S:28][C:32]([C:33]([O:35][CH2:36][CH3:37])=[O:34])=[CH:31][N:30]=2)=[CH:3][CH:4]=1)=[O:15])([CH3:14])([CH3:13])[CH3:12] |f:3.4.5,7.8.9|. Reported procedure: tert-butyl 6-chloropyridazin-3-yl((1-(3-fluoropyridin-2-yl)cyclobutyl)methyl)carbamate (500 mg, 1.27 mmol), ethyl thiazole-5-carboxylate (300 mg, 1.91 mmol), Pd(OAc)2 (86 mg, 0.13 mmol), JohnPhos (92 mg, 0.26 mmol) and Cs2CO3 (827 mg, 2.54 mmol) in toluene (10 mL) were combined and heated in a microwave reactor for 30 min at 145° C. The reaction mixture was filtered through a celite plug and the filtrate was concentrated. The resulting residue was purified on silica gel using a mixture of ethyl ...